Dataset: the Open Reaction Database (ORD), a public repository of structured organic reaction records. Task: describe an organic reaction: reactants, conditions, products, and yield Starting materials: FC(CCCC#N)(C(C(C(F)(F)F)(F)F)(F)F)F (4,4,5,5,6,6,7,7,7-Nonafluoroheptanecarbonitrile), S(O)(O)(=O)=O (sulfuric acid), O (water). Run at temperature 0 celsius. Product: FC(CCC(=O)O)(C(C(C(F)(F)F)(F)F)(F)F)F (4,4,5,5,6,6,7,7,7-nonafluoroheptanoic acid). As a reaction SMILES: [F:1][C:2]([F:18])([C:8]([F:17])([F:16])[C:9]([F:15])([F:14])[C:10]([F:13])([F:12])[F:11])[CH2:3][CH2:4][CH2:5]C#N.[OH2:19].S(=O)(=O)(O)[OH:21]>>[F:1][C:2]([F:18])([C:8]([F:17])([F:16])[C:9]([F:15])([F:14])[C:10]([F:13])([F:12])[F:11])[CH2:3][CH2:4][C:5]([OH:21])=[O:19]. Procedure: 4,4,5,5,6,6,7,7,7-Nonafluoroheptanecarbonitrile (4.7 g, 17.2 mmol) was stirred in concentrated sulfuric acid (15 ml) for 3 hours at room temperature, cooled to 0° C. and mixed with water (15 ml), followed by heating under reflux for 12 hours. The reaction mixture was extracted with dichloromethane and the resulting organic layer was washed with water and saturated aqueous sodium chloride and then dried over anhydrous magnesium sulfate. The solvent was distilled off to give 4,4,5,5,6,6,7,7,7-nona... Reactants: CC1C=CC2=CC(C(C)(C)C)CC(O)C2C1(CCC1CC(C(C)(C)C)C(O[SiH](C)C)C(=O)O1)O[SiH](C)C, CC(C)(Oc1ccc(F)cc1)C(=O)O. The product is CC1C=CC2=CC(C(C)(C)C)CC(OC(=O)C(C)(C)Oc3ccc(F)cc3)C2C1(CCC1CC(C(C)(C)C)C(O[SiH](C)C)C(=O)O1)O[SiH](C)C. RXN SMILES: [C:15]([CH3:16])([CH3:17])([CH3:18])[CH:19]1[CH:20]=[C:21]2[CH:22]=[CH:23][CH:24]([CH3:51])[C:25]([CH2:30][CH2:31][CH:32]3[CH2:33][CH:34]([C:43]([CH3:44])([CH3:45])[CH3:46])[CH:35]([O:39][SiH:40]([CH3:41])[CH3:42])[C:36](=[O:38])[O:37]3)([O:47][SiH:48]([CH3:49])[CH3:50])[CH:26]2[CH:27]([OH:29])[CH2:28]1.[F:1][c:2]1[cH:3][cH:4][c:5]([O:6][C:7]([C:8](=[O:9])[OH:10])([CH3:11])[CH3:12])[cH:13][cH:14]1>>[F:1][c:2]1[cH:3][cH:4][c:5]([O:6][C:7]([C:8]([O:9][CH:27]2[CH:26]3[C:21](=[CH:20][CH:19]([C:15]([CH3:16])([CH3:17])[CH3:18])[CH2:28]2)[CH:22]=[CH:23][CH:24]([CH3:51])[C:25]3([CH2:30][CH2:31][CH:32]2[CH2:33][CH:34]([C:43]([CH3:44])([CH3:45])[CH3:46])[CH:35]([O:39][SiH:40]([CH3:41])[CH3:42])[C:36](=[O:38])[O:37]2)[O:47][SiH:48]([CH3:49])[CH3:50])=[O:10])([CH3:11])[CH3:12])[cH:13][cH:14]1. Reactants: BrC1=NC(=CC=C1)Br (2.6-dibromopyridine), C(C)(C)[Mg]Cl (iso-propyl magnesium chloride), C(CCC)[Sn](CCCC)(CCCC)Cl (Tri-butyl tin chloride). Solvent: C1CCOC1 (THF). Reaction conditions: time 2 hour. Yields the product BrC1=NC(=CC=C1)[Sn](CCCC)(CCCC)CCCC (2-bromo-6-(tributylstannyl)pyridine). The yield is 39.2%. As a reaction SMILES: Br[C:2]1[CH:7]=[CH:6][CH:5]=[C:4]([Br:8])[N:3]=1.C([Mg]Cl)(C)C.[CH2:14]([Sn:18](Cl)([CH2:23][CH2:24][CH2:25][CH3:26])[CH2:19][CH2:20][CH2:21][CH3:22])[CH2:15][CH2:16][CH3:17]>C1COCC1>[Br:8][C:4]1[CH:5]=[CH:6][CH:7]=[C:2]([Sn:18]([CH2:19][CH2:20][CH2:21][CH3:22])([CH2:23][CH2:24][CH2:25][CH3:26])[CH2:14][CH2:15][CH2:16][CH3:17])[N:3]=1. Reported procedure: To a solution of 2.6-dibromopyridine (5.0 g, 21.1 mmol) in dry THF (50 ml) at 0° C. was added iso-propyl magnesium chloride (11.6 ml, 23.21 mmol) dropwise for 20 min. The reaction was stirred at RT for 2 h, then cooled to 0° C. Tri-butyl tin chloride (7.55 g, 23.21 mmol) was added dropwise in 15 min. The mixture was stirred at RT for 12 h. The reaction was quenched with 10% NH4Cl solution and was extracted with EtOAc. The combined organic layers were washed with brine, dried, and concentrated. T... Reactants: C(C)(C)(C)C=1C=C(C=CC1N1CCCC1)C=1C=C(C=CC1OCCCCO)C1=CC=C(C=C1)C(=O)OCC (ethyl 3″-tert-butyl-4′-(4-hydroxybutoxy)-4″-pyrrolidin-1-yl[1,1′;3′,1″]terphenyl-4-carboxylate), C(C)(C)(C)C=1C=C(C=CC1N1CCCC1)C=1C=C(C=CC1OCCCC=O)C1=CC=C(C=C1)C(=O)OCC (ethyl 3″-tert-butyl-4′-(4-oxobutoxy)-4″-pyrrolidin-1-yl[1,1′;3′,1″]terphenyl-4-carboxylate), C(C(=O)Cl)(=O)Cl (oxalyl chloride), CS(=O)C (DMSO). Run in C(C)N(CC)CC (triethylamine). Yields the product C(C)(C)(C)C=1C=C(C=CC1)C1=CC(=CCC1(N1CCCC1)OCCCC=O)C1=CC=C(C=C1)C(=O)OCC (ethyl 3″-tert-butyl-4′-(4-oxobutoxy)-4′-pyrrolidin-1-yl[1,1′;3′,1″]terphenyl-4-carboxylate). Yield: 78.0%. Reaction SMILES: [C:1]([C:5]1[CH:6]=[C:7]([C:16]2[CH:17]=[C:18]([C:28]3[CH:33]=[CH:32][C:31]([C:34]([O:36][CH2:37][CH3:38])=[O:35])=[CH:30][CH:29]=3)[CH:19]=[CH:20][C:21]=2[O:22][CH2:23][CH2:24][CH2:25][CH2:26][OH:27])[CH:8]=[CH:9][C:10]=1N1CCCC1)([CH3:4])([CH3:3])[CH3:2].C(Cl)(=O)C(Cl)=O.CS(C)=O.C(C1C=C(C2C=C(C3C=CC(C(OCC)=O)=CC=3)C=CC=2OCCCC=O)C=CC=1[N:59]1[CH2:63][CH2:62][CH2:61][CH2:60]1)(C)(C)C>C(N(CC)CC)C>[C:1]([C:5]1[CH:6]=[C:7]([C:16]2[C:21]([O:22][CH2:23][CH2:24][CH2:25][CH:26]=[O:27])([N:59]3[CH2:63][CH2:62][CH2:61][CH2:60]3)[CH2:20][CH:19]=[C:18]([C:28]3[CH:29]=[CH:30][C:31]([C:34]([O:36][CH2:37][CH3:38])=[O:35])=[CH:32][CH:33]=3)[CH:17]=2)[CH:8]=[CH:9][CH:10]=1)([CH3:3])([CH3:2])[CH3:4]. Procedure details: In a manner similar to that of Example 30a, by reacting 900 mg of ethyl 3″-tert-butyl-4′-(4-hydroxybutoxy)-4″-pyrrolidin-1-yl[1,1′;3′,1″]terphenyl-4-carboxylate obtained in Example 18e with 0.3 mL of oxalyl chloride, 0.54 mL of DMSO and 0.25 mL of triethylamine, 700 mg of ethyl 3″-tert-butyl-4′-(4-oxobutoxy)-4″-pyrrolidin-1-yl[1,1′;3′,1″]terphenyl-4-carboxylate are obtained (yield=78%) in the form of a yellow oil. Starting materials: C(C)(C)(C)OC(=O)NCCCOC1=C(C(=O)O)C=CC(=C1)SC (2-(3-tert-butoxycarbonylaminopropoxy)-4-(methylthio)benzoic acid), NC=1C(=NC=CC1)C(=O)NC1=NC=C(C=C1)Cl (3-amino-N-(5-chloropyridin-2-yl)pyridine-2-carboxamide). The product is C(C)(C)(C)OC(=O)NCCCOC1=C(C(=O)NC=2C(=NC=CC2)C(=O)NC2=NC=C(C=C2)Cl)C=CC(=C1)SC (3-[2-(3-tert-Butoxycarbonylaminopropoxy)-4-(methylthio)benzoylamino]-N-(5-chloropyridin-2-yl)pyridine-2-carboxamide). RXN SMILES: [C:1]([O:5][C:6]([NH:8][CH2:9][CH2:10][CH2:11][O:12][C:13]1[CH:21]=[C:20]([S:22][CH3:23])[CH:19]=[CH:18][C:14]=1[C:15]([OH:17])=O)=[O:7])([CH3:4])([CH3:3])[CH3:2].[NH2:24][C:25]1[C:26]([C:31]([NH:33][C:34]2[CH:39]=[CH:38][C:37]([Cl:40])=[CH:36][N:35]=2)=[O:32])=[N:27][CH:28]=[CH:29][CH:30]=1>>[C:1]([O:5][C:6]([NH:8][CH2:9][CH2:10][CH2:11][O:12][C:13]1[CH:21]=[C:20]([S:22][CH3:23])[CH:19]=[CH:18][C:14]=1[C:15]([NH:24][C:25]1[C:26]([C:31]([NH:33][C:34]2[CH:39]=[CH:38][C:37]([Cl:40])=[CH:36][N:35]=2)=[O:32])=[N:27][CH:28]=[CH:29][CH:30]=1)=[O:17])=[O:7])([CH3:2])([CH3:3])[CH3:4]. Procedure details: Using a procedure analogous to Example 1-G, 2-(3-tert-butoxycarbonylaminopropoxy)-4-(methylthio)benzoic acid and 3-amino-N-(5-chloropyridin-2-yl)pyridine-2-carboxamide gave the desired product as a solid which was purified by HPLC (2.2 g, 28%). The reactants are BrCc1ccccc1, CC(C)(C)OC(=O)NC(Cc1ccc(NC(=O)OCC2c3ccccc3-c3ccccc32)cc1)C(=O)O, CN(C)C=O. The product is CC(C)(C)OC(=O)NC(Cc1ccc(NC(=O)OCC2c3ccccc3-c3ccccc32)cc1)C(=O)OCc1ccccc1. Reaction SMILES: [Br:38][CH2:39][c:40]1[cH:41][cH:42][cH:43][cH:44][cH:45]1.[CH3:1][C:2]([CH3:3])([O:4][C:5](=[O:6])[NH:7][CH:8]([CH2:9][c:10]1[cH:11][cH:12][c:13]([NH:16][C:17](=[O:18])[O:19][CH2:20][CH:21]2[c:22]3[cH:23][cH:24][cH:25][cH:26][c:27]3-[c:28]3[cH:29][cH:30][cH:31][cH:32][c:33]32)[cH:14][cH:15]1)[C:34](=[O:35])[OH:36])[CH3:37].[O:46]=[CH:47][N:48]([CH3:49])[CH3:50]>>[CH3:1][C:2]([CH3:3])([O:4][C:5](=[O:6])[NH:7][CH:8]([CH2:9][c:10]1[cH:11][cH:12][c:13]([NH:16][C:17](=[O:18])[O:19][CH2:20][CH:21]2[c:22]3[cH:23][cH:24][cH:25][cH:26][c:27]3-[c:28]3[cH:29][cH:30][cH:31][cH:32][c:33]32)[cH:14][cH:15]1)[C:34]([O:35][CH2:39][c:40]1[cH:41][cH:42][cH:43][cH:44][cH:45]1)=[O:36])[CH3:37].